From a dataset of the Open Reaction Database (ORD), a public repository of structured organic reaction records. describe an organic reaction: reactants, conditions, products, and yield Procedure details: 1.7 g (5.6 mmol) of methyl 3-amino-6-methyl-2-oxo-4-(phenylthio)-1,2-dihydropyridine-1-acetate are treated with 1.2 ml (8.4 mmol) of phenylmethyl chloroformate under the conditions described in Example 3. Starting materials: NC=1C(N(C(=CC1SC1=CC=CC=C1)C)CC(=O)OC)=O (methyl 3-amino-6-methyl-2-oxo-4-(phenylthio)-1,2-dihydropyridine-1-acetate), ClC(=O)OCC1=CC=CC=C1 (phenylmethyl chloroformate). The product is CC1=CC(=C(C(N1CC(=O)OC)=O)NC(=O)OCCC1=CC=CC=C1)SC1=CC=CC=C1 (Methyl 6-methyl-2-oxo-3-[[(phenylethoxy)-carbonyl]amino]-4-(phenylthio)-1,2-dihydropyridine-1-acetate). Reaction SMILES: [NH2:1][C:2]1[C:3](=[O:21])[N:4]([CH2:16][C:17]([O:19][CH3:20])=[O:18])[C:5]([CH3:15])=[CH:6][C:7]=1[S:8][C:9]1[CH:14]=[CH:13][CH:12]=[CH:11][CH:10]=1.ClC(O[CH2:26][C:27]1[CH:32]=[CH:31][CH:30]=[CH:29][CH:28]=1)=O>>[CH3:15][C:5]1[N:4]([CH2:16][C:17]([O:19][CH3:20])=[O:18])[C:3](=[O:21])[C:2]([NH:1][C:17]([O:19][CH2:20][CH2:26][C:27]2[CH:28]=[CH:29][CH:30]=[CH:31][CH:32]=2)=[O:18])=[C:7]([S:8][C:9]2[CH:14]=[CH:13][CH:12]=[CH:11][CH:10]=2)[CH:6]=1. Starting materials: N1C(CCCC1)C1=CC=C(S1)C(=O)OC (methyl 5-(piperidin-2-yl)thiophene-2-carboxylate), C([O-])([O-])=O.[K+].[K+] (potassium carbonate), ClC(=O)OCC1=CC=CC=C1 (benzyl chloroformate), N1CCNCC1 (Piperazine). Run in O (water), O1CCOCC1 (dioxane). Reaction conditions: time 4 hour. Product: COC(=O)C1=CC=C(S1)C1N(CCCC1)C(=O)OCC1=CC=CC=C1 (benzyl 2-(5-(methoxycarbonyl)thiophen-2-yl)piperidine-1-carboxylate). As a reaction SMILES: [NH:1]1[CH2:6][CH2:5][CH2:4][CH2:3][CH:2]1[C:7]1[S:11][C:10]([C:12]([O:14][CH3:15])=[O:13])=[CH:9][CH:8]=1.C(=O)([O-])[O-].[K+].[K+].Cl[C:23]([O:25][CH2:26][C:27]1[CH:32]=[CH:31][CH:30]=[CH:29][CH:28]=1)=[O:24].N1CCNCC1>O.O1CCOCC1>[CH3:15][O:14][C:12]([C:10]1[S:11][C:7]([CH:2]2[CH2:3][CH2:4][CH2:5][CH2:6][N:1]2[C:23]([O:25][CH2:26][C:27]2[CH:32]=[CH:31][CH:30]=[CH:29][CH:28]=2)=[O:24])=[CH:8][CH:9]=1)=[O:13] |f:1.2.3|. Procedure: To a mixture of EXAMPLE 28B (0.3 g), potassium carbonate (0.36 g), dioxane (20 mL) and water (5 mL) was added benzyl chloroformate (0.23 mL), and the mixture stirred for 4 hours. Piperazine was added, and the mixture stirred for 30 minutes and partitioned between ethyl acetate and brine. The extract was washed with brine, dried over magnesium sulfate, filtered and concentrated. The concentrate was flash chromatographed on silica gel with 10-50% ethyl acetate in hexane. Reactants: O=CC(Cl)=Cc1ccc([N+](=O)[O-])c([N+](=O)[O-])c1, [Na+], C1COCCO1, [OH-], O=S(=O)(O)O. As a reaction SMILES: [N+:3](=[O:4])([O-:5])[c:6]1[cH:7][c:8]([CH:9]=[C:10]([Cl:11])[CH:12]=[O:13])[cH:14][cH:15][c:16]1[N+:17](=[O:18])[O-:19].[Na+:2].[O:25]1[CH2:26][CH2:27][O:28][CH2:29][CH2:30]1.[OH-:1].[S:20](=[O:21])(=[O:22])([OH:23])[OH:24]>>[N+:3](=[O:4])([O-:5])[c:6]1[cH:7][c:8]([C:9]#[CH:10])[cH:14][cH:15][c:16]1[N+:17](=[O:18])[O-:19]. The product is C#Cc1ccc([N+](=O)[O-])c([N+](=O)[O-])c1.